This data is from the Open Reaction Database (ORD), a public repository of structured organic reaction records. The task is: describe an organic reaction: reactants, conditions, products, and yield The reactants are CC(C)(C)OC(=O)C(CCCNC1CCN(c2ccncc2)CC1)NC(=O)OCc1ccccc1, CC(=O)O, CO, [H][H]. Product: CC(C)(C)OC(=O)C(N)CCCNC1CCN(c2ccncc2)CC1. As a reaction SMILES: [CH2:1]([O:2][C:3](=[O:4])[NH:11][CH:12]([C:13](=[O:14])[O:15][C:16]([CH3:17])([CH3:18])[CH3:19])[CH2:20][CH2:21][CH2:22][NH:23][CH:24]1[CH2:25][CH2:26][N:27]([c:30]2[cH:31][cH:32][n:33][cH:34][cH:35]2)[CH2:28][CH2:29]1)[c:5]1[cH:6][cH:7][cH:8][cH:9][cH:10]1.[CH3:36][C:37](=[O:38])[OH:39].[CH3:42][OH:43].[H:40][H:41]>>[NH2:11][CH:12]([C:13](=[O:14])[O:15][C:16]([CH3:17])([CH3:18])[CH3:19])[CH2:20][CH2:21][CH2:22][NH:23][CH:24]1[CH2:25][CH2:26][N:27]([c:30]2[cH:31][cH:32][n:33][cH:34][cH:35]2)[CH2:28][CH2:29]1. Starting materials: OC1=C(C(=C(C=C1C)C)C)C(CCCCCC(=O)OCC)C1=CC=CC=C1 (ethyl 7-(2-hydroxy-3,5,6-trimethylphenyl)-7-phenylheptanoate), [H-].[Al+3].[Li+].[H-].[H-].[H-] (lithium aluminum hydride), S(O)(O)(=O)=O (sulfuric acid). Run in O1CCCC1 (tetrahydrofuran). Conditions: time 3 hour. Yields the product OC1=C(C(=C(C=C1C)C)C)C(CCCCCCO)C1=CC=CC=C1 (7-(2-hydroxy-3,5,6-trimethylphenyl)-7-phenylheptanol). Yield: 81.6%. As a reaction SMILES: [OH:1][C:2]1[C:7]([CH3:8])=[CH:6][C:5]([CH3:9])=[C:4]([CH3:10])[C:3]=1[CH:11]([C:22]1[CH:27]=[CH:26][CH:25]=[CH:24][CH:23]=1)[CH2:12][CH2:13][CH2:14][CH2:15][CH2:16][C:17](OCC)=[O:18].[H-].[Al+3].[Li+].[H-].[H-].[H-].S(=O)(=O)(O)O>O1CCCC1>[OH:1][C:2]1[C:7]([CH3:8])=[CH:6][C:5]([CH3:9])=[C:4]([CH3:10])[C:3]=1[CH:11]([C:22]1[CH:23]=[CH:24][CH:25]=[CH:26][CH:27]=1)[CH2:12][CH2:13][CH2:14][CH2:15][CH2:16][CH2:17][OH:18] |f:1.2.3.4.5.6|. Procedure: To a solution of ethyl 7-(2-hydroxy-3,5,6-trimethylphenyl)-7-phenylheptanoate (1.12 g) in tetrahydrofuran (20 ml) was added lithium aluminum hydride (0.17 g) with ice cooling and the mixture was stirred at room temperature for 3 hours. Diluted sulfuric acid was added to the reaction mixture and it was extracted with ethyl acetate. The organic layer was separated, washed in turn with water and saturated saline and dried with anhydrous magnesium sulfate, and the solvent was distilled off under red... Starting materials: C(C)OP(OCC)OCC (triethylphosphite), BrCC(=O)NNC(=O)N1C2=C(OC3=C(C1)C=CC=C3)C=CC(=C2)Cl (8-chlorodibenz[b,f][1,4]oxazepine-10(11H)-carboxylic acid, 2-(bromoacetyl) hydrazide), C(C)OP(OCC)OCC (triethylphosphite), [Na+].[I-] (NaI). The reagents and catalysts are [Na+].[I-] (NaI). Run in O1CCCC1 (tetrahydrofuran). The product is C(C)OP(=O)(OCC)CC(=O)NNC(=O)N1C2=C(OC3=C(C1)C=CC=C3)C=CC(=C2)Cl (8-chlorodibenz[b,f][1,4]oxazepine-10(11H)-carboxylic acid, 2-[(diethoxyphosphinyl)acetyl]hydrazide). The yield is 83.5%. As a reaction SMILES: Br[CH2:2][C:3]([NH:5][NH:6][C:7]([N:9]1[CH2:15][C:14]2[CH:16]=[CH:17][CH:18]=[CH:19][C:13]=2[O:12][C:11]2[CH:20]=[CH:21][C:22]([Cl:24])=[CH:23][C:10]1=2)=[O:8])=[O:4].[CH2:25]([O:27][P:28]([O:32]CC)[O:29][CH2:30][CH3:31])[CH3:26].[Na+].[I-]>O1CCCC1.[Na+].[I-]>[CH2:25]([O:27][P:28]([CH2:2][C:3]([NH:5][NH:6][C:7]([N:9]1[CH2:15][C:14]2[CH:16]=[CH:17][CH:18]=[CH:19][C:13]=2[O:12][C:11]2[CH:20]=[CH:21][C:22]([Cl:24])=[CH:23][C:10]1=2)=[O:8])=[O:4])([O:29][CH2:30][CH3:31])=[O:32])[CH3:26] |f:2.3,5.6|. Reported procedure: To a stirring solution of 2.57 g (6.3 mmol) of 8-chlorodibenz[b,f][1,4]oxazepine-10(11H)-carboxylic acid, 2-(bromoacetyl) hydrazide (19), prepared as described in Example 19 above, in 75 mL of tetrahydrofuran (THF) was added 1.25 g (7.5 mmol) of triethylphosphite and 0.15 g (1 mmol) of NaI. After 22 hours of refluxing, an additional 0.62 g (3.75 mmol) of triethylphosphite and 0.05 g (0.33 mmol) of NaI were added to the reaction, which was refluxed an additional 24 hours. The solvent was then rem... Reactants: NC=1SC=C(N1)/C(/C(=O)N[C@@H]1C(N([C@@H]1COC(N)=O)S(=O)(=O)O)=O)=N/OC(C)(C)C(=O)OC(C)(C)C.[Na] ((3S,4S)-3-[(2-amino-4-thiazolyl)-2-(Z)-[[1-(t-butoxycarbonyl)-1-methylethoxy]imino]acetamido]-4-carbamoyloxymethyl-2-oxo-1-azetidinesulfonic acid sodium), FC(C(=O)O)(F)F (trifluoroacetic acid), FC(C(=O)O)(F)F (trifluoroacetic acid). The product is NC=1SC=C(N1)/C(/C(=O)N[C@@H]1C(N([C@@H]1COC(N)=O)S(=O)(=O)O)=O)=N/OC(C)(C)C(=O)O ((3S,4S)-3-[(Z)-2-(2-Amino-4-thiazolyl)-2-[[1-carboxy-1-methylethoxy]imino]acetamido]-4-carbamoyloxymethyl-2-oxo-1-azetidinesulfonic acid). Reaction SMILES: [NH2:1][C:2]1[S:3][CH:4]=[C:5](/[C:7](=[N:25]/[O:26][C:27]([C:30]([O:32]C(C)(C)C)=[O:31])([CH3:29])[CH3:28])/[C:8]([NH:10][C@H:11]2[C@@H:14]([CH2:15][O:16][C:17](=[O:19])[NH2:18])[N:13]([S:20]([OH:23])(=[O:22])=[O:21])[C:12]2=[O:24])=[O:9])[N:6]=1.[Na].FC(F)(F)C(O)=O>>[NH2:1][C:2]1[S:3][CH:4]=[C:5](/[C:7](=[N:25]/[O:26][C:27]([C:30]([OH:32])=[O:31])([CH3:28])[CH3:29])/[C:8]([NH:10][C@H:11]2[C@@H:14]([CH2:15][O:16][C:17](=[O:19])[NH2:18])[N:13]([S:20]([OH:23])(=[O:22])=[O:21])[C:12]2=[O:24])=[O:9])[N:6]=1 |f:0.1,^1:36|. Procedure details: 2.28 g of (3S,4S)-3-[(2-amino-4-thiazolyl)-2-(Z)-[[1-(t-butoxycarbonyl)-1-methylethoxy]imino]acetamido]-4-carbamoyloxymethyl-2-oxo-1-azetidinesulfonic acid-sodium salt are stirred at 0° C. with 5 ml of trifluoroacetic acid. After additional stirring at room temperature for 30 minutes the excess trifluoroacetic acid is removed in vacuo and the remaining oil treated with 100 ml of ether. The resulting crystals are filtered off, washed with ether and dried in vacuo. The product is purified by rever... Reaction SMILES: [C:1]([CH3:2])([CH3:3])([CH3:4])[n:5]1[n:6][cH:7][c:8]([S:24][CH2:25][c:26]2[cH:27][cH:28][c:29]([C:32]([CH3:33])([CH3:34])[CH3:35])[cH:30][cH:31]2)[c:9]([CH2:12][O:13][S:14]([c:15]2[cH:16][cH:17][c:18]([CH3:19])[cH:20][cH:21]2)(=[O:22])=[O:23])[c:10]1=[O:11].[CH3:37][CH2:38][CH2:39][CH2:40][N+:41]([CH2:42][CH2:43][CH2:44][CH3:45])([CH2:46][CH2:47][CH2:48][CH3:49])[CH2:50][CH2:51][CH2:52][CH3:53].[Cl:54][CH2:55][Cl:56].[F-:36].[OH2:57]>>[C:1]([CH3:2])([CH3:3])([CH3:4])[n:5]1[n:6][cH:7][c:8]([S:24][CH2:25][c:26]2[cH:27][cH:28][c:29]([C:32]([CH3:33])([CH3:34])[CH3:35])[cH:30][cH:31]2)[c:9]([CH2:12][F:36])[c:10]1=[O:11]. Starting materials: Cc1ccc(S(=O)(=O)OCc2c(SCc3ccc(C(C)(C)C)cc3)cnn(C(C)(C)C)c2=O)cc1, CCCC[N+](CCCC)(CCCC)CCCC, ClCCl, [F-], O. Product: CC(C)(C)c1ccc(CSc2cnn(C(C)(C)C)c(=O)c2CF)cc1. The reactants are CCO, Cc1ccc([N+](=O)[O-])cc1C(=O)O, [H][H]. Yields the product Cc1ccc(N)cc1C(=O)O. RXN SMILES: [CH3:16][CH2:17][OH:18].[CH3:1][c:2]1[c:3]([C:4](=[O:5])[OH:6])[cH:7][c:8]([N+:11]([O-:12])=[O:13])[cH:9][cH:10]1.[H:14][H:15]>>[CH3:1][c:2]1[c:3]([C:4](=[O:5])[OH:6])[cH:7][c:8]([NH2:11])[cH:9][cH:10]1. Reactants: CNC, CCO, CS(=O)(=O)OCC#Cc1ccc2c(-c3ccc(Cl)cc3)nsc2c1. Yields the product CN(C)CC#Cc1ccc2c(-c3ccc(Cl)cc3)nsc2c1. As a reaction SMILES: [CH3:25][NH:26][CH3:27].[CH3:28][CH2:29][OH:30].[Cl:1][c:2]1[cH:3][cH:4][c:5](-[c:8]2[n:9][s:10][c:11]3[c:12]2[cH:13][cH:14][c:15]([C:17]#[C:18][CH2:19][O:20][S:21]([CH3:22])(=[O:23])=[O:24])[cH:16]3)[cH:6][cH:7]1>>[Cl:1][c:2]1[cH:3][cH:4][c:5](-[c:8]2[n:9][s:10][c:11]3[c:12]2[cH:13][cH:14][c:15]([C:17]#[C:18][CH2:19][N:26]([CH3:25])[CH3:27])[cH:16]3)[cH:6][cH:7]1.